From a dataset of the Open Reaction Database (ORD), a public repository of structured organic reaction records. describe an organic reaction: reactants, conditions, products, and yield Starting materials: CCCCCCCCCCCCN(C)C, Cc1ccccc1, COC(=O)Nc1ccc(Cl)cc1, Nc1ccc(Cl)c(Cl)c1. Product: O=C(Nc1ccc(Cl)cc1)Nc1ccc(Cl)c(Cl)c1. Reaction SMILES: [CH3:22][N:23]([CH2:24][CH2:25][CH2:26][CH2:27][CH2:28][CH2:29][CH2:30][CH2:31][CH2:32][CH2:33][CH2:34][CH3:35])[CH3:36].[CH3:37][c:38]1[cH:39][cH:40][cH:41][cH:42][cH:43]1.[Cl:1][c:2]1[cH:3][cH:4][c:5]([NH:8][C:9]([O:10][CH3:12])=[O:11])[cH:6][cH:7]1.[NH2:13][c:14]1[cH:15][cH:16][c:17]([Cl:18])[c:19]([Cl:20])[cH:21]1>>[Cl:1][c:2]1[cH:3][cH:4][c:5]([NH:8][C:9](=[O:10])[NH:13][c:14]2[cH:15][cH:16][c:17]([Cl:18])[c:19]([Cl:20])[cH:21]2)[cH:6][cH:7]1. Starting materials: O=Cc1ccc2cc(F)cc(Br)c2n1, CCO, NNc1ccccn1. Yields the product Fc1cc(Br)c2nc(C=NNc3ccccn3)ccc2c1. RXN SMILES: [Br:1][c:2]1[cH:3][c:4]([F:14])[cH:5][c:6]2[cH:7][cH:8][c:9]([CH:12]=[O:13])[n:10][c:11]12.[CH3:23][CH2:24][OH:25].[n:15]1[c:16]([NH:21][NH2:22])[cH:17][cH:18][cH:19][cH:20]1>>[Br:1][c:2]1[cH:3][c:4]([F:14])[cH:5][c:6]2[cH:7][cH:8][c:9]([CH:12]=[N:22][NH:21][c:16]3[n:15][cH:20][cH:19][cH:18][cH:17]3)[n:10][c:11]12. Reactants: COC1=CC=C(C=N[C@@H](C(C)C)C(=O)[O-])C=C1.[Na+] (sodium N-(para-methoxybenzylidene)-(L)-valinate), ClC(=O)OCC1=CC=CC=C1 (benzyl chloroformate). Yields the product C(C1=CC=CC=C1)OC(=O)N1[C@@H](OC([C@@H]1C(C)C)=O)C1=CC=C(C=C1)OC ((2S,4S)-N-Benzyloxycarbonyl4-isopropyl-2-(4'-methoxyphenyl)-1,3-oxazolidin-5-one). Reaction SMILES: [CH3:1][O:2][C:3]1[CH:17]=[CH:16][C:6]([CH:7]=[N:8][C@H:9]([C:13]([O-:15])=[O:14])[CH:10]([CH3:12])[CH3:11])=[CH:5][CH:4]=1.[Na+].Cl[C:20]([O:22][CH2:23][C:24]1[CH:29]=[CH:28][CH:27]=[CH:26][CH:25]=1)=[O:21]>>[CH2:23]([O:22][C:20]([N:8]1[C@@H:9]([CH:10]([CH3:12])[CH3:11])[C:13](=[O:15])[O:14][C@H:7]1[C:6]1[CH:16]=[CH:17][C:3]([O:2][CH3:1])=[CH:4][CH:5]=1)=[O:21])[C:24]1[CH:29]=[CH:28][CH:27]=[CH:26][CH:25]=1 |f:0.1|. Reported procedure: (2S,4S)-N-Benzyloxycarbonyl4-isopropyl-2-(4'-methoxyphenyl)-1,3-oxazolidin-5-one (22) was prepared from sodium N-(para-methoxybenzylidene)-(L)-valinate (2.57 g, 10.0 mM) and benzyl chloroformate (1.43 mL, 10.0 mM) following general procedure C and obtained as a colourless oil after purification by flash column chromatography, using 25% ethyl acetate/petrol as eluant (2.54 g, 69% mixture of 2 rotamers in a ratio of 2:1, NMR data for major isomer only reported): IR (CHCl3): 1795, 1715 cm-1 ; 1H NM...